From a dataset of the Open Reaction Database (ORD), a public repository of structured organic reaction records. describe an organic reaction: reactants, conditions, products, and yield Starting materials: C(C1=CC=CC=C1)N1CC(OCCC1)CCl ((±)-4-benzyl-2-(chloro-methyl)perhydro-1,4-oxazepin), ClC1=CC=C(CNCCCO)C=C1 (N-(4-Chlorobenzyl)-N-(3-hydroxypropyl)amine). The product is ClC1=CC=C(CN2CC(OCCC2)CCl)C=C1 ((±)-4-(4-Chlorobenzyl)-2-(chloromethyl)perhydro-1,4-oxazepin). Yield: 29.0%. RXN SMILES: [CH2:1]([N:8]1[CH2:14][CH2:13][CH2:12][O:11][CH:10]([CH2:15][Cl:16])[CH2:9]1)[C:2]1[CH:7]=[CH:6][CH:5]=[CH:4][CH:3]=1.[Cl:17]C1C=CC(CNCCCO)=CC=1>>[Cl:17][C:5]1[CH:4]=[CH:3][C:2]([CH2:1][N:8]2[CH2:14][CH2:13][CH2:12][O:11][CH:10]([CH2:15][Cl:16])[CH2:9]2)=[CH:7][CH:6]=1. Reported procedure: (±)-4-(4-Chlorobenzyl)-2-(chloromethyl)perhydro-1,4-oxazepin was prepared analogously to the method for the preparation of (±)-4-benzyl-2-(chloro-methyl)perhydro-1,4-oxazepin described in K. Araki et al. J. Med. Chem. 36, 1356 (1993), using N-(4-Chlorobenzyl)-N-(3-hydroxypropyl)amine as starting material. Yield 29%. Reactants: C(C)OC(=O)C1CCC(CC1)OC1=CC(=C(C=C1)[N+](=O)[O-])F (4-(3-fluoro-4-nitro-phenoxy)-cyclohexanecarboxylic acid ethyl ester). The reagents and catalysts are [Pd] (Palladium). Run in C(C)O (ethanol). Run at time 6 hour. Product: C(C)OC(=O)[C@@H]1CC[C@@H](CC1)OC1=CC(=C(C=C1)N)F (cis-4-(4-Amino-3-fluoro-phenoxy)-cyclohexanecarboxylic acid ethyl ester). Isolated yield 85.1%. RXN SMILES: [CH2:1]([O:3][C:4]([CH:6]1[CH2:11][CH2:10][CH:9]([O:12][C:13]2[CH:18]=[CH:17][C:16]([N+:19]([O-])=O)=[C:15]([F:22])[CH:14]=2)[CH2:8][CH2:7]1)=[O:5])[CH3:2]>C(O)C.[Pd]>[CH2:1]([O:3][C:4]([C@H:6]1[CH2:11][CH2:10][C@@H:9]([O:12][C:13]2[CH:18]=[CH:17][C:16]([NH2:19])=[C:15]([F:22])[CH:14]=2)[CH2:8][CH2:7]1)=[O:5])[CH3:2]. Procedure: Palladium (10 wt. %) on carbon (500 mg) was added in one portion to a solution of 4-(3-fluoro-4-nitro-phenoxy)-cyclohexanecarboxylic acid ethyl ester (2.6 g, 8.35 mmol) in ethanol (75 mL) and the mixture was stirred under a hydrogen atmosphere for 6 h. The reaction mixture was filtered and concentrated in vacuo to leave a residue. The residue was purified by column chromatography, using a gradient of 20-50% EtOAc and isohexane as eluent, to give the title compound as a pale yellow solid (2.0 g, ...